From a dataset of the Open Reaction Database (ORD), a public repository of structured organic reaction records. describe an organic reaction: reactants, conditions, products, and yield Reactants: C1(=CC=CC=C1)NC(=O)[C@H]1CNCCC1 ((3R)—N-phenyl-3-piperidinecarboxamide), CCN(C(C)C)C(C)C (Hunig's base), ClC1=NC(=NC(=C1)Cl)N (4,6-dichloro-2-pyrimidinamine). Run in CC#N (CH3CN). Conditions: temperature 160 celsius. Yields the product NC1=NC(=CC(=N1)N1C[C@@H](CCC1)C(=O)NC1=CC=CC=C1)Cl ((3R)-1-(2-Amino-6-chloro-4-pyrimidinyl)-N-phenyl-3-piperidinecarboxamide). The yield is 43.4%. Reaction SMILES: [C:1]1([NH:7][C:8]([C@@H:10]2[CH2:15][CH2:14][CH2:13][NH:12][CH2:11]2)=[O:9])[CH:6]=[CH:5][CH:4]=[CH:3][CH:2]=1.CCN(C(C)C)C(C)C.[Cl:25][C:26]1[CH:31]=[C:30](Cl)[N:29]=[C:28]([NH2:33])[N:27]=1>CC#N>[NH2:33][C:28]1[N:29]=[C:30]([N:12]2[CH2:13][CH2:14][CH2:15][C@@H:10]([C:8]([NH:7][C:1]3[CH:2]=[CH:3][CH:4]=[CH:5][CH:6]=3)=[O:9])[CH2:11]2)[CH:31]=[C:26]([Cl:25])[N:27]=1. Reported procedure: To a solution of (3R)—N-phenyl-3-piperidinecarboxamide (339 mg, 1.66 mmol) in CH3CN (3 mL) in a 5 mL microwave vial, was added Hunig's base (0.87 mL, 4.98 mmol) and 4,6-dichloro-2-pyrimidinamine (299 mg, 1.83 mmol), and the reaction mixture was heated at 160° C. under microwave conditions for 0.5 hours. A solid formed upon cooling of the reaction mixture. The solid was then isolated by filtration, washing with CH3CN to afford the crude title compound (239 mg) as a light brown solid. LC-MS (ES) m... Reactants: Cl (HCl), COC1=C(C=CC=C1)N1CCN(CC1)C(=O)OC(C)(C)C (tert-butyl 4-(2-methoxyphenyl)piperazine-1-carboxylate). Run in CCOC(=O)C (EtOAc), CCOC(=O)C (EtOAc). Reaction conditions: time 1.5 hour. The product is Cl.COC1=C(C=CC=C1)N1CCNCC1 (1-(2-methoxyphenyl)piperazine hydrochloride salt). Isolated yield 42.0%. Reaction SMILES: [ClH:1].[CH3:2][O:3][C:4]1[CH:9]=[CH:8][CH:7]=[CH:6][C:5]=1[N:10]1[CH2:15][CH2:14][N:13](C(OC(C)(C)C)=O)[CH2:12][CH2:11]1>CCOC(C)=O>[ClH:1].[CH3:2][O:3][C:4]1[CH:9]=[CH:8][CH:7]=[CH:6][C:5]=1[N:10]1[CH2:15][CH2:14][NH:13][CH2:12][CH2:11]1 |f:3.4|. Procedure details: A well-dried flask was first charged with 1-bromo-2-methoxybenzene (4.0 g, 21.3 mmol) and piperazine (2.2 g, 25.6 mmol), which was evacuated and backfilled with N2 through a balloon under gentle warming (40° C.). Toluene was charged and the mixture was bubbled with N2 for 10 min, then BINAP (398 mg, 0.64 mmol) and Pd2 dba3 (195 mg, 0.21 mmol) was added to the mixture. After the addition of DBU (3.8 mL), the solution was warmed at 60-70° C. while a fine powder of tBuONa (3.5 g, 31.9 mmol) was add...